Task: describe an organic reaction: reactants, conditions, products, and yield. Dataset: the Open Reaction Database (ORD), a public repository of structured organic reaction records The reactants are C(C)OC(=O)C=1N(C=C(C1C1=CC=CC=C1)CC1=C(C(=CC=C1)F)C)N (1-Amino-4-(3-fluoro-2-methyl-benzyl)-3-phenyl-1H-pyrrole-2-carboxylic acid ethyl ester), C(C)OC(CC(=O)OCC)OCC (ethyl 3,3-diethoxy-propanoate), O.C1(=CC=C(C=C1)S(=O)(=O)O)C (p-toluenesulfonic acid hydrate), C1CCC2=NCCCN2CC1 (DBU). The solvent is CN(C)C=O (DMF), O (water). Reaction conditions: temperature 90 celsius, time 45 minute. Yields the product C(C)OC(=O)C=1C(C=2N(NC1)C=C(C2C2=CC=CC=C2)CC2=C(C(=CC=C2)F)C)=O (6-(3-Fluoro-2-methyl-benzyl)-4-oxo-5-phenyl-1,4-dihydro-pyrrolo[1,2-b]pyridazine-3-carboxylic acid ethyl ester). The yield is 75.2%. RXN SMILES: C(O[C:4]([C:6]1[N:7]([NH2:26])[CH:8]=[C:9]([CH2:17][C:18]2[CH:23]=[CH:22][CH:21]=[C:20]([F:24])[C:19]=2[CH3:25])[C:10]=1[C:11]1[CH:16]=[CH:15][CH:14]=[CH:13][CH:12]=1)=[O:5])C.[CH2:27]([O:29][CH:30]([O:37]CC)[CH2:31][C:32](OCC)=O)[CH3:28].O.C1(C)C=CC(S(O)(=O)=O)=CC=1.C1CCN2C(=NCCC2)CC1>CN(C=O)C.O>[CH2:27]([O:29][C:30]([C:31]1[C:4](=[O:5])[C:6]2[N:7]([CH:8]=[C:9]([CH2:17][C:18]3[CH:23]=[CH:22][CH:21]=[C:20]([F:24])[C:19]=3[CH3:25])[C:10]=2[C:11]2[CH:16]=[CH:15][CH:14]=[CH:13][CH:12]=2)[NH:26][CH:32]=1)=[O:37])[CH3:28] |f:2.3|. Reported procedure: To a solution of the compound of step 5 (6.290 g, 17.85 mmol) in 180 ml of anhydrous DMF under nitrogen were added ethyl 3,3-diethoxy-propanoate (10.42 ml, 53.55 mmol) and p-toluenesulfonic acid hydrate (0.509 g, 2.68 mmol), and the solution was heated at 90° C. for 1.5 h. After cooling to 60° C., DBU (13.32 ml, 89.24 mmol) was added dropwise and the mixture was stirred for 45 min at 60° C. The solution was then cooled to room temperature, water (600 ml) was added and the solution was extracted ...